This data is from the Open Reaction Database (ORD), a public repository of structured organic reaction records. The task is: describe an organic reaction: reactants, conditions, products, and yield The reactants are [N+](=O)([O-])C1=CC=C(C=C1)C1(CC1)C(=O)OCC (ethyl 1-(4-nitrophenyl)cyclopropanecarboxylate), [OH-].[Na+] (sodium hydroxide). Run in C(C)O (ethanol). Reaction conditions: time 8 hour. Yields the product [N+](=O)([O-])C1=CC=C(C=C1)C1(CC1)C(=O)O (1-(4-nitrophenyl)cyclopropanecarboxylic acid). Isolated yield 94.6%. As a reaction SMILES: [N+:1]([C:4]1[CH:9]=[CH:8][C:7]([C:10]2([C:13]([O:15]CC)=[O:14])[CH2:12][CH2:11]2)=[CH:6][CH:5]=1)([O-:3])=[O:2].[OH-].[Na+]>C(O)C>[N+:1]([C:4]1[CH:5]=[CH:6][C:7]([C:10]2([C:13]([OH:15])=[O:14])[CH2:12][CH2:11]2)=[CH:8][CH:9]=1)([O-:3])=[O:2] |f:1.2|. Procedure: To a solution of ethyl 1-(4-nitrophenyl)cyclopropanecarboxylate (3.0 g) obtained in Step A of Example 145 in ethanol (50 mL) was added 1M aqueous sodium hydroxide solution (25 mL), and the mixture was stirred overnight at room temperature. The reaction mixture was concentrated under reduced pressure, and 1M hydrochloric acid was added thereto at 0° C. The resulting solid was collected by filtration to give the title compound (2.5 g). The reactants are CCOC(=O)C12CCC(NCC(=O)N3CC(F)CC3C(N)=O)(CC1)CC2, O=C(OC(=O)C(F)(F)F)C(F)(F)F, O=C(O)C(Cl)(Cl)Cl. Product: CCOC(=O)C12CCC(NCC(=O)N3CC(F)CC3C#N)(CC1)CC2. RXN SMILES: [CH2:1]([CH3:2])[O:3][C:4](=[O:5])[C:6]12[CH2:7][CH2:8][C:9]([NH:14][CH2:15][C:16](=[O:17])[N:18]3[CH:19]([C:24](=[O:25])[NH2:26])[CH2:20][CH:21]([F:23])[CH2:22]3)([CH2:10][CH2:11]1)[CH2:12][CH2:13]2.[F:27][C:28]([F:29])([F:30])[C:31]([O:32][C:33](=[O:34])[C:35]([F:36])([F:37])[F:38])=[O:39].[OH:40][C:41]([C:42]([Cl:43])([Cl:44])[Cl:45])=[O:46]>>[CH2:1]([CH3:2])[O:3][C:4](=[O:5])[C:6]12[CH2:7][CH2:8][C:9]([NH:14][CH2:15][C:16](=[O:17])[N:18]3[CH:19]([C:24]#[N:26])[CH2:20][CH:21]([F:23])[CH2:22]3)([CH2:10][CH2:11]1)[CH2:12][CH2:13]2.